From a dataset of the Open Reaction Database (ORD), a public repository of structured organic reaction records. describe an organic reaction: reactants, conditions, products, and yield Starting materials: BrC=1C=C(C=C(C(=O)O)C1)C(=O)O (5-bromo-isophthalic acid), [OH-].[Na+] (NaOH), COC(C1=CC(C(=O)OC)=CC(=C1)Br)=O (dimethyl-5-bromoisophthalate). Solvent: CO (methanol). Conditions: time 8 hour. Yields the product COC(C1=CC(C(=O)O)=CC(=C1)Br)=O (5-Bromo-isophthalic acid monomethyl ester). Reaction SMILES: [OH-].[Na+].[CH3:3][O:4][C:5](=[O:17])[C:6]1[CH:15]=[C:14]([Br:16])[CH:13]=[C:8]([C:9]([O:11]C)=[O:10])[CH:7]=1.BrC1C=C(C(O)=O)C=C(C=1)C(O)=O>CO>[CH3:3][O:4][C:5](=[O:17])[C:6]1[CH:15]=[C:14]([Br:16])[CH:13]=[C:8]([C:9]([OH:11])=[O:10])[CH:7]=1 |f:0.1|. Procedure: Add a solution of NaOH pellets (3.66 g, 91.5 mmol) in methanol (200 mL) to dimethyl-5-bromoisophthalate (25 g) and stir the resulting solution overnight at room temperature. Add water (300 mL) and extract with dichloromethane (3×200 mL). Acidify the aqueous with 5 N HCl (20 mL), filter the precipitate and dry to give a mixture of the title compound and 5-bromo-isophthalic acid in about a 6:4 ratio by LCMS (18.2 g crude). Reaction SMILES: [C+4:31].[CH2:1]([c:2]1[cH:3][cH:4][cH:5][cH:6][cH:7]1)[O:8][c:9]1[cH:10][cH:11][c:12]([CH2:15][CH:16]2[C:17]([C:18]([F:19])([F:20])[F:21])([O:23][CH3:24])[O:22]2)[cH:13][cH:14]1.[CH3:25][CH2:26][O:27][C:28](=[O:29])[CH3:30].[OH-:32].[OH-:34].[OH-:35].[OH-:36].[OH-:37].[OH-:38].[Pd+2:33]>>[OH:8][c:9]1[cH:10][cH:11][c:12]([CH2:15][CH:16]2[C:17]([C:18]([F:19])([F:20])[F:21])([O:23][CH3:24])[O:22]2)[cH:13][cH:14]1. The reactants are [C+4], COC1(C(F)(F)F)OC1Cc1ccc(OCc2ccccc2)cc1, CCOC(C)=O, [OH-], [OH-], [OH-], [OH-], [OH-], [OH-], [Pd+2]. The product is COC1(C(F)(F)F)OC1Cc1ccc(O)cc1. The reactants are 1D, BrC1=C2C(C(N(C2=CC=C1)CCCCC)=O)(C1=CC2=C(OCO2)C=C1O)O (4-bromo-3-hydroxy-3-(6-hydroxy-1,3-benzodioxol-5-yl)-1-pentyl-1,3-dihydro-2H-indol-2-one), BrC=1C=CC(=C(C1)C1(C(NC2=CC=CC=C12)=O)O)O (3-(5-bromo-2-hydroxyphenyl)-3-hydroxy-1,3-dihydro-2H-indol-2-one). Product: BrC=1C=CC(=C(C1)C1C(NC2=CC=CC=C12)=O)O (3-(5-bromo-2-hydroxyphenyl)-1,3-dihydro-2H-indol-2-one). Reaction SMILES: BrC1C=CC=C2C=1C(O)(C1C(O)=CC3OCOC=3C=1)C(=O)N2CCCCC.[Br:28][C:29]1[CH:30]=[CH:31][C:32]([OH:46])=[C:33]([C:35]2(O)[C:43]3[C:38](=[CH:39][CH:40]=[CH:41][CH:42]=3)[NH:37][C:36]2=[O:44])[CH:34]=1>>[Br:28][C:29]1[CH:30]=[CH:31][C:32]([OH:46])=[C:33]([CH:35]2[C:43]3[C:38](=[CH:39][CH:40]=[CH:41][CH:42]=3)[NH:37][C:36]2=[O:44])[CH:34]=1. Procedure: Following the procedure as described in PREPARATION 1D, and making non-critical variations to replace 4-bromo-3-hydroxy-3-(6-hydroxy-1,3-benzodioxol-5-yl)-1-pentyl-1,3-dihydro-2H-indol-2-one with 3-(5-bromo-2-hydroxyphenyl)-3-hydroxy-1,3-dihydro-2H-indol-2-one, the title compound was obtained (98%) as a white powder: MS (ES+) m/z 306.2 (M+1), 304.2 (M+1). Starting materials: CN(CCCl)C(=O)OCc1ccccc1, COc1ccc(C2Sc3cc(C)ccc3NC(=O)C2O)cc1, CS(C)=O, [K+], [OH-]. Product: COc1ccc(C2Sc3cc(C)ccc3N(CCN(C)C(=O)OCc3ccccc3)C(=O)C2O)cc1. Reaction SMILES: [CH2:25]([c:26]1[cH:27][cH:28][cH:29][cH:30][cH:31]1)[O:32][C:33](=[O:34])[N:35]([CH3:36])[CH2:37][CH2:38][Cl:39].[CH3:1][O:2][c:3]1[cH:4][cH:5][c:6]([CH:9]2[S:10][c:11]3[c:12]([cH:18][cH:19][c:20]([CH3:22])[cH:21]3)[NH:13][C:14](=[O:17])[CH:15]2[OH:16])[cH:7][cH:8]1.[CH3:40][S:41]([CH3:42])=[O:43].[K+:24].[OH-:23]>>[CH3:1][O:2][c:3]1[cH:4][cH:5][c:6]([CH:9]2[S:10][c:11]3[c:12]([cH:18][cH:19][c:20]([CH3:22])[cH:21]3)[N:13]([CH2:38][CH2:37][N:35]([C:33]([O:32][CH2:25][c:26]3[cH:27][cH:28][cH:29][cH:30][cH:31]3)=[O:34])[CH3:36])[C:14](=[O:17])[CH:15]2[OH:16])[cH:7][cH:8]1. Starting materials: CCN(C(C)C)C(C)C, O=C(O)C(Cc1ccccc1)Cc1ccccc1, CC#N, C=CC(CC(O)C(CC(C)C)NC(=O)C(N)Cc1c[nH]cn1)C(C)C. Product: C=CC(CC(O)C(CC(C)C)NC(=O)C(Cc1c[nH]cn1)NC(=O)C(Cc1ccccc1)Cc1ccccc1)C(C)C. As a reaction SMILES: [CH2:26]([N:27]([CH:28]([CH3:29])[CH3:30])[CH:31]([CH3:32])[CH3:33])[CH3:34].[CH2:35]([c:36]1[cH:37][cH:38][cH:39][cH:40][cH:41]1)[CH:42]([C:43](=[O:44])[OH:45])[CH2:46][c:47]1[cH:48][cH:49][cH:50][cH:51][cH:52]1.[CH3:53][C:54]#[N:55].[NH2:1][CH:2]([C:3](=[O:4])[NH:5][CH:6]([CH:7]([CH2:8][CH:9]([CH:10]=[CH2:11])[CH:12]([CH3:13])[CH3:14])[OH:15])[CH2:16][CH:17]([CH3:18])[CH3:19])[CH2:20][c:21]1[n:22][cH:23][nH:24][cH:25]1>>[NH:1]([CH:2]([C:3](=[O:4])[NH:5][CH:6]([CH:7]([CH2:8][CH:9]([CH:10]=[CH2:11])[CH:12]([CH3:13])[CH3:14])[OH:15])[CH2:16][CH:17]([CH3:18])[CH3:19])[CH2:20][c:21]1[n:22][cH:23][nH:24][cH:25]1)[C:43]([CH:42]([CH2:35][c:36]1[cH:37][cH:38][cH:39][cH:40][cH:41]1)[CH2:46][c:47]1[cH:48][cH:49][cH:50][cH:51][cH:52]1)=[O:44]. Reactants: CC(C)(C)OC(=O)n1c(=O)[nH]c2cc(C#N)ccc21, CC(C)(C)OC(=O)C(Br)c1ccccc1, CCOC(C)=O, [H-], [Na+], CN(C)C=O. Yields the product CC(C)(C)OC(=O)C(c1ccccc1)n1c(=O)n(C(=O)OC(C)(C)C)c2ccc(C#N)cc21. Reaction SMILES: [C:1]([CH3:2])([CH3:3])([CH3:4])[O:5][C:6](=[O:7])[n:8]1[c:9](=[O:19])[nH:10][c:11]2[c:12]1[cH:13][cH:14][c:15]([C:17]#[N:18])[cH:16]2.[C:22]([CH3:23])([CH3:24])([CH3:25])[O:26][C:27]([CH:28]([c:29]1[cH:30][cH:31][cH:32][cH:33][cH:34]1)[Br:35])=[O:36].[CH3:42][CH2:43][O:44][C:45](=[O:46])[CH3:47].[H-:21].[Na+:20].[O:37]=[CH:38][N:39]([CH3:40])[CH3:41]>>[C:1]([CH3:2])([CH3:3])([CH3:4])[O:5][C:6](=[O:7])[n:8]1[c:9](=[O:19])[n:10]([CH:28]([C:27]([O:26][C:22]([CH3:23])([CH3:24])[CH3:25])=[O:36])[c:29]2[cH:30][cH:31][cH:32][cH:33][cH:34]2)[c:11]2[c:12]1[cH:13][cH:14][c:15]([C:17]#[N:18])[cH:16]2. Starting materials: C(=C)C(CO)C#CC1=CC=CC=C1 (2-vinyl-4-phenyl-3-butyn-ol), C1(C=2C(C(N1)=O)=CC=CC2)=O (phthalimide), C1(=CC=CC=C1)P(C1=CC=CC=C1)C1=CC=CC=C1 (triphenylphosphine), N(=NC(=O)OCC)C(=O)OCC (diethyl azodicarboxylate). Run in C1(=CC=CC=C1)C (toluene). Reaction conditions: time 1 day. Yields the product C(=C)C(CN1C(C2=CC=CC=C2C1=O)=O)C#CC1=CC=CC=C1 (2-(2-vinyl-4-phenyl-3-butynyl)isoindol-1,3-dione). Yield: 31.8%. RXN SMILES: [CH:1]([CH:3]([C:6]#[C:7][C:8]1[CH:13]=[CH:12][CH:11]=[CH:10][CH:9]=1)[CH2:4]O)=[CH2:2].[C:14]1(=[O:24])[NH:18][C:17](=[O:19])[C:16]2=[CH:20][CH:21]=[CH:22][CH:23]=[C:15]12.C1(P(C2C=CC=CC=2)C2C=CC=CC=2)C=CC=CC=1.N(C(OCC)=O)=NC(OCC)=O>C1(C)C=CC=CC=1>[CH:1]([CH:3]([C:6]#[C:7][C:8]1[CH:13]=[CH:12][CH:11]=[CH:10][CH:9]=1)[CH2:4][N:18]1[C:14](=[O:24])[C:15]2[C:16](=[CH:20][CH:21]=[CH:22][CH:23]=2)[C:17]1=[O:19])=[CH2:2]. Procedure details: 55 ml of toluene, 1.80 g of 2-vinyl-4-phenyl-3-butyn-ol, 1.93 g of phthalimide, and 3.45 g of triphenylphosphine were added to a nitrogen-substituted flask. Then, 5.30 g of diethyl azodicarboxylate (40% toluene solution) was slowly added dropwise to the above obtained solution under cooling on ice. The temperature was increased to a room temperature, and the obtained mixture was then stirred for 1 day. Thereafter, the reaction solution was concentrated, and 200 ml of diethyl ether was then added...